This data is from the Open Reaction Database (ORD), a public repository of structured organic reaction records. The task is: describe an organic reaction: reactants, conditions, products, and yield Starting materials: CC(C)(C)OC(=O)C[Zn+], C1CCOC1, [Cl-], N#Cc1ccc(C2CC(=O)c3cncn32)c(F)c1. Product: CC(C)(C)OC(=O)CC1(O)CC(c2ccc(C#N)cc2F)n2cncc21. As a reaction SMILES: [C:20]([CH3:21])([CH3:22])([CH3:23])[O:24][C:25]([CH2:26][Zn+:27])=[O:28].[CH2:29]1[O:30][CH2:31][CH2:32][CH2:33]1.[Cl-:19].[F:1][c:2]1[cH:3][c:4]([C:5]#[N:6])[cH:7][cH:8][c:9]1[CH:10]1[CH2:11][C:12](=[O:18])[c:13]2[n:14]1[cH:15][n:16][cH:17]2>>[F:1][c:2]1[cH:3][c:4]([C:5]#[N:6])[cH:7][cH:8][c:9]1[CH:10]1[CH2:11][C:12]([OH:18])([CH2:26][C:25]([O:24][C:20]([CH3:21])([CH3:22])[CH3:23])=[O:28])[c:13]2[n:14]1[cH:15][n:16][cH:17]2. The reactants are C(C)[C@]12[C@H](CC[C@H]2[C@H]2[C@H](CC1)C=1C=CC(=CC1CC2)OC)O (13β-ethyl-3-methoxy-gona-1,3,5(10)-trien-17β-ol), N (ammonia), [Li] (lithium). Solvent: O (water), O1CCCC1 (tetrahydrofuran), O1CCCC1 (tetrahydrofuran), C(C)O (ethanol). Product: C(C)[C@]12[C@H](CC[C@H]2[C@H]2[C@H](CC1)[C@H]1CCC(C=C1CC2)=O)O (13β-Ethyl-17β-hydroxy-gon-4-en-3-one). Reaction SMILES: [CH2:1]([C@:3]12[CH2:11][CH2:10][C@@H:9]3[C:12]4[CH:13]=[CH:14][C:15]([O:20]C)=[CH:16][C:17]=4[CH2:18][CH2:19][C@H:8]3[C@@H:7]1[CH2:6][CH2:5][C@@H:4]2[OH:22])[CH3:2].N.[Li]>O.O1CCCC1.C(O)C>[CH2:1]([C@:3]12[CH2:11][CH2:10][C@@H:9]3[C@@H:12]4[C:17]([CH2:18][CH2:19][C@H:8]3[C@@H:7]1[CH2:6][CH2:5][C@@H:4]2[OH:22])=[CH:16][C:15](=[O:20])[CH2:14][CH2:13]4)[CH3:2] |^1:23|. Procedure: Add 13β-ethyl-3-methoxy-gona-1,3,5(10)-trien-17β-ol (0.5 g.) in 100 ml. of tetrahydrofuran to 150 ml. of liquid ammonia, followed by 0.5 g. of lithium foil, and stir the mixture for 10 minutes. Add ethanol (6 ml.) and tetrahydrofuran (10 ml.) over a period of 20 minutes. After disappearance of the blue color add water, extract the mixture well with ether and evaporate the washed and dried ether extract. Dissolve the crystalline residue in 50 ml. of methanol and reflux for 30 minutes with 30 ml. ... Starting materials: BrC=1C=CC(=C(C#N)C1)OC[C@H](CC)C ((S)-(+)-5-Bromo-2-(2-methylbutyloxy)benzonitrile), [Li+].C(C1=CC=CC=C1)(=O)[O-] (benzoic acid lithium salt), C(CCC)[Li] (n-butyllithium), C(CCC)[Li] (n-butyllithium), compound 36, C(C1=CC=CC=C1)(=O)O (benzoic acid). Solvent: C(C)(=O)O (acetic acid), C1CCOC1 (THF), O (water). The product is C(#N)C=1C=C(C(=O)O)C=CC1OC[C@H](CC)C ((S)-(+)-3-Cyano-4-(2-methylbutyloxy)benzoic acid). As a reaction SMILES: Br[C:2]1[CH:3]=[CH:4][C:5]([O:10][CH2:11][C@@H:12]([CH3:15])[CH2:13][CH3:14])=[C:6]([CH:9]=1)[C:7]#[N:8].C([Li])CCC.[Li+].[C:22]([O-:30])(=[O:29])C1C=CC=CC=1.C(O)(=O)C1C=CC=CC=1>O.C(O)(=O)C.C1COCC1>[C:7]([C:6]1[CH:9]=[C:2]([CH:3]=[CH:4][C:5]=1[O:10][CH2:11][C@@H:12]([CH3:15])[CH2:13][CH3:14])[C:22]([OH:30])=[O:29])#[N:8] |f:2.3|. Procedure: Quantities: compound 41 (5.00 g, 0.016 mol), n-butyllithium (2.5 M, 7.2 ml, 0.018 mol), THF (100 ml). The experimental procedure was as described for compound 36 except that the n-butyllithium was added between −90° C. and −100° C. Acidification of the resultant benzoic acid lithium salt was achieved by boiling with glacial acetic acid. The benzoic acid was crashed out of solution by diluting with a large volume of water, the resultant product was washed with water (until acid-free) and then pur... The reactants are CC1=CC=C(C=C1)S(=O)(=O)N1C(N2CC(NC=3C=CC=C1C23)=O)=O (1-[(4-Methylphenyl)sulfonyl]-4H-imidazo[1,5,4-de]quinoxaline-2,5(1H,6H)-dione), C([O-])([O-])=O.[K+].[K+] (potassium carbonate), O (H2O), IC (Iodomethane). Solvent: CN(C)C=O (DMF). Reaction conditions: time 10 minute. Yields the product CC1=CC=C(C=C1)S(=O)(=O)N1C(N2CC(N(C=3C=CC=C1C23)C)=O)=O (1-[(4-Methylphenyl)sulfonyl]-6-methyl-4H-imidazo[1,5,4-de]quinoxaline-2,5(1H,6H)-dione). As a reaction SMILES: [CH3:1][C:2]1[CH:7]=[CH:6][C:5]([S:8]([N:11]2[C:21]3[C:22]4[N:13]([CH2:14][C:15](=[O:23])[NH:16][C:17]=4[CH:18]=[CH:19][CH:20]=3)[C:12]2=[O:24])(=[O:10])=[O:9])=[CH:4][CH:3]=1.[C:25](=O)([O-])[O-].[K+].[K+].IC.O>CN(C=O)C>[CH3:1][C:2]1[CH:7]=[CH:6][C:5]([S:8]([N:11]2[C:21]3[C:22]4[N:13]([CH2:14][C:15](=[O:23])[N:16]([CH3:25])[C:17]=4[CH:18]=[CH:19][CH:20]=3)[C:12]2=[O:24])(=[O:10])=[O:9])=[CH:4][CH:3]=1 |f:1.2.3|. Procedure details: To a stirred solution of 1-[(4-methylphenyl)sulfonyl]-4H-imidazo[1,5,4-de]quinoxaline-2,5(1H,6H)-dione from Step D (1.16 g, 3.38 mmol) in DMF (40 mL) was added potassium carbonate (467 mg, 3.38 mmol) and the resulting mixture was stirred at ambient temperature for 10 min. Iodomethane (480 mg, 3.38 mmol) was added dropwise and the reaction mixture was stirred for 18 h, then poured into H2O (50 mL). The resulting precipitate was isolated by filtration, washed with H2O, and dried in vacuo to give t... The reactants are C=C1CC(=O)O1 (diketene), C(C1=CC=CC=C1)OC=1C=C(N)C=CC1 (m-benzyloxy-aniline). Yields the product C(C1=CC=CC=C1)OC=1C=C(NC(CC(C)=O)=O)C=CC1 (m-benzyloxy-acetylacetanilide). As a reaction SMILES: [CH2:1]=[C:2]1[O:6][C:4](=[O:5])[CH2:3]1.[CH2:7]([O:14][C:15]1[CH:16]=[C:17]([CH:19]=[CH:20][CH:21]=1)[NH2:18])[C:8]1[CH:13]=[CH:12][CH:11]=[CH:10][CH:9]=1>>[CH2:7]([O:14][C:15]1[CH:16]=[C:17]([CH:19]=[CH:20][CH:21]=1)[NH:18][C:4](=[O:5])[CH2:3][C:2](=[O:6])[CH3:1])[C:8]1[CH:9]=[CH:10][CH:11]=[CH:12][CH:13]=1. Procedure: m-hydroxy-3-methoxy-crotonanilide of formula V may be prepared by reacting diketene with m-benzyloxy-aniline to form m-benzyloxy-acetylacetanilide which is then reacted with methyl orthoformate to form m-benzyloxy-3,3-dimethoxybutyranilide which is converted by hydrogenolysis into m-hydroxy 3,3-dimethoxy-butyranilide which is then heated. Other compounds of formula V may be made in an analogous fashion. Starting materials: FC1=CC(=C(C=C1)S(=O)(=O)Cl)C (4-fluoro-2-methylbenzenesulfonyl chloride), FC1=CC(=C(C=C1)S(=O)(=O)N1C=C(C=C1C1=CC=CC=C1)C(=O)OCC)C (ethyl 1-[(4-fluoro-2-methylphenyl)sulfonyl]-5-phenyl-1H-pyrrole-3-carboxylate). Product: FC1=CC(=C(C=C1)S(=O)(=O)N1C=C(C=C1C1=CC=CC=C1)C=O)C (1-[(4-Fluoro-2-methylphenyl)sulfonyl]-5-phenyl-1H-pyrrole-3-carbaldehyde). RXN SMILES: FC1C=CC(S(Cl)(=O)=O)=C(C)C=1.[F:13][C:14]1[CH:19]=[CH:18][C:17]([S:20]([N:23]2[C:27]([C:28]3[CH:33]=[CH:32][CH:31]=[CH:30][CH:29]=3)=[CH:26][C:25]([C:34](OCC)=[O:35])=[CH:24]2)(=[O:22])=[O:21])=[C:16]([CH3:39])[CH:15]=1>>[F:13][C:14]1[CH:19]=[CH:18][C:17]([S:20]([N:23]2[C:27]([C:28]3[CH:33]=[CH:32][CH:31]=[CH:30][CH:29]=3)=[CH:26][C:25]([CH:34]=[O:35])=[CH:24]2)(=[O:21])=[O:22])=[C:16]([CH3:39])[CH:15]=1. Reported procedure: Using 4-fluoro-2-methylbenzenesulfonyl chloride instead of tosyl chloride, a procedure as in Reference Example 4 was performed to synthesize ethyl 1-[(4-fluoro-2-methylphenyl)sulfonyl]-5-phenyl-1H-pyrrole-3-carboxylate, and procedures as in Reference Examples 5 and 6 were sequentially performed to give the title compound as a pale-yellow oil.